Dataset: the Open Reaction Database (ORD), a public repository of structured organic reaction records. Task: describe an organic reaction: reactants, conditions, products, and yield Reactants: [C-]#N.[Na+] (sodium cyanide), [Cl-].[NH4+] (ammonium chloride), FC(CCCO)(F)F (4,4,4-trifluorobutanol). Solvent: O (water), CO (methanol). Conditions: time 8 hour. Yields the product NC(C#N)CCC(F)(F)F (2-amino-5,5,5-trifluoropentanenitrile). The yield is 111.8%. RXN SMILES: [C-:1]#[N:2].[Na+].[Cl-].[NH4+:5].[F:6][C:7]([F:13])([F:12])[CH2:8][CH2:9][CH2:10]O>O.CO>[NH2:5][CH:10]([CH2:9][CH2:8][C:7]([F:13])([F:12])[F:6])[C:1]#[N:2] |f:0.1,2.3|. Procedure details: To a solution of sodium cyanide (10 g, 0.20 mol, 1 eq) in water (50 ml) at room temperature are added successively ammonium chloride (12 g, 0.22 mol, 1.1 eq.) and 4,4,4-trifluorobutanol a4 (25 g, 0.20 mol, 1 eq) dissolved in methanol (50 ml). The mixture is stirred overnight at room temperature. The reaction mixture is quenched with water and extracted with ethyl acetate (3 times). The organic layers are dried over MgSO4, filtered and evaporated under reduced pressure to afford 34 g of 2-amino-5... The reactants are BrC1=C(C=O)C=CC=C1 (bromobenzaldehyde), C(\C=C\C)(=O)OCC (ethyl crotonate). The product is C(=O)C=1C=C(C=CC1)C(=CC(=O)OCC)C (ethyl 3-(3-formylphenyl)but-2-enoate). As a reaction SMILES: Br[C:2]1[CH:9]=[CH:8][CH:7]=[CH:6][C:3]=1[CH:4]=[O:5].[C:10]([O:15][CH2:16][CH3:17])(=[O:14])/[CH:11]=[CH:12]/[CH3:13]>>[CH:4]([C:3]1[CH:6]=[C:7]([C:12]([CH3:13])=[CH:11][C:10]([O:15][CH2:16][CH3:17])=[O:14])[CH:8]=[CH:9][CH:2]=1)=[O:5]. Procedure details: Coupling of 3 bromobenzaldehyde with ethyl crotonate following the method used in Example 26 gave ethyl 3-(3-formylphenyl)but-2-enoate as a light yellow oil Yield (0.547, 23%): 1H NMR (300 MHz, CDCl3) δ 10.05 (s, 1H), 7.99 (t, J=1.6 Hz, 1H), 7.87 (dt, J=7.6, 1.3 Hz, 1H), 7.74 (m, 1H), 7.56 (t, J=7.6 Hz, 1H), 6.19 (q, J=1.2 Hz, 1H), 4.23 (q, J=7.2 Hz, 2H), 2.61 (d, J=1.2 Hz, 3H), 1.33 (t, J=7.2 Hz, 3H). Starting materials: ClC=1C=C(C(=NC1)C(=O)OCC)NC(CC1=CC=CC=C1)=O (Ethyl 5-chloro-3-(phenylacetamido)picolinate), ClC=1C=C(C(=NC1)C(=O)OCC)NC(CC1=CC=CC=C1)=O (Ethyl 5-chloro-3-(phenylacetamido)picolinate), CC1(OO1)C(F)(F)F (methyl(trifluoromethyl)dioxirane), NC=1C(=NC=CC1)C(=O)OCC (ethyl 3-aminopicolinate), C1=CC=C(C=C1)CC(=O)Cl (phenacetyl chloride), FC(C(=O)C)(F)F (1,1,1-trifluoroacetone). Run in C(Cl)Cl (CH2Cl2). Reaction conditions: time 4 day. Yields the product ClC1=CC(=C([N+](=C1)[O-])C(=O)OCC)NC(CC1=CC=CC=C1)=O (Ethyl 5--Chloro-3-(phenylacetamido)picolinate-1-oxide). The yield is 4.0%. RXN SMILES: [Cl:1][C:2]1[CH:3]=[C:4]([NH:13][C:14](=[O:22])[CH2:15][C:16]2[CH:21]=[CH:20][CH:19]=[CH:18][CH:17]=2)[C:5]([C:8]([O:10][CH2:11][CH3:12])=[O:9])=[N:6][CH:7]=1.NC1C(C(OCC)=[O:31])=NC=CC=1.C1C=CC(CC(Cl)=O)=CC=1.CC1(C(F)(F)F)OO1.FC(F)(F)C(C)=O>C(Cl)Cl>[Cl:1][C:2]1[CH:7]=[N+:6]([O-:31])[C:5]([C:8]([O:10][CH2:11][CH3:12])=[O:9])=[C:4]([NH:13][C:14](=[O:22])[CH2:15][C:16]2[CH:21]=[CH:20][CH:19]=[CH:18][CH:17]=2)[CH:3]=1. Reported procedure: Ethyl 5-chloro-3-(phenylacetamido)picolinate (153) was formed by reacting ethyl 3-aminopicolinate and phenacetyl chloride under the conditions described in Example 3. The amide (153) (10.0 mg, 0.0324 mmol) was added to a CH2Cl2 solution (10 mL) of methyl(trifluoromethyl)dioxirane, generated from 2.5 mL of 1,1,1-trifluoroacetone using the procedure of Mello et al. (Mello et al., J. Amer. Chem. Soc. 111:6749-6757 (1989)). The solution was stirred at rt in a bomb protected from light. After 4 days,... The reactants are O (water), IC1=CC=C(C=C1)CC(C)NC(C)=O (N-(1-(4-iodophenyl)propan-2-yl)acetamide), ClC1=CC=C(C=C1)C#C (1-chloro-4-ethynylbenzene), 14.3. Reagents/catalysts: Cl[Pd]([P](C1=CC=CC=C1)(C2=CC=CC=C2)C3=CC=CC=C3)([P](C4=CC=CC=C4)(C5=CC=CC=C5)C6=CC=CC=C6)Cl (bis(triphenyphosphine)dichloropalladium). The solvent is C(C)(CC)N (sec-butylamine). Reaction conditions: time 8 hour. Product: ClC1=CC=C(C=C1)C#CC1=CC=C(C=C1)CC(C)NC(C)=O (N-(1-(4-((4-Chlorophenyl)ethynyl)phenyl)propan-2-yl)acetamide). RXN SMILES: I[C:2]1[CH:7]=[CH:6][C:5]([CH2:8][CH:9]([NH:11][C:12](=[O:14])[CH3:13])[CH3:10])=[CH:4][CH:3]=1.[Cl:15][C:16]1[CH:21]=[CH:20][C:19]([C:22]#[CH:23])=[CH:18][CH:17]=1.O>C(N)(CC)C.Cl[Pd](Cl)([P](C1C=CC=CC=1)(C1C=CC=CC=1)C1C=CC=CC=1)[P](C1C=CC=CC=1)(C1C=CC=CC=1)C1C=CC=CC=1>[Cl:15][C:16]1[CH:21]=[CH:20][C:19]([C:22]#[C:23][C:2]2[CH:7]=[CH:6][C:5]([CH2:8][CH:9]([NH:11][C:12](=[O:14])[CH3:13])[CH3:10])=[CH:4][CH:3]=2)=[CH:18][CH:17]=1 |^1:32,51|. Procedure: To 45.5 mg (0.15 mmol) N-(1-(4-iodophenyl)propan-2-yl)acetamide (I52.1) and 27.3 mg (0.20 mmol) 1-chloro-4-ethynylbenzene in 750 μl sec-butylamine are added 14.3 (0.02 mmol) bis(triphenyphosphine)dichloropalladium (in 400 μl sec-butylamine) followed by 1.0 mL water. The reaction mixture is stirred at r.t. overnight. The solvent is removed in vacuo and the residue is purified by HPLC (ACN/H2O/TFA). Reactants: C1CCOC1, CCN(C(C)C)C(C)C, CC(C)Oc1cc(N)n[nH]1, O=[N+]([O-])c1cc(Cl)c(Cl)nc1Cl. The product is CC(C)Oc1cc(Nc2nc(Cl)c(Cl)cc2[N+](=O)[O-])n[nH]1. RXN SMILES: [CH2:32]1[O:33][CH2:34][CH2:35][CH2:36]1.[CH:13]([N:14]([CH2:15][CH3:16])[CH:17]([CH3:18])[CH3:19])([CH3:20])[CH3:21].[CH:22]([CH3:23])([CH3:24])[O:25][c:26]1[cH:27][c:28]([NH2:31])[n:29][nH:30]1.[Cl:1][c:2]1[n:3][c:4]([Cl:12])[c:5]([N+:9](=[O:10])[O-:11])[cH:6][c:7]1[Cl:8]>>[Cl:1][c:2]1[n:3][c:4]([NH:31][c:28]2[cH:27][c:26]([O:25][CH:22]([CH3:23])[CH3:24])[nH:30][n:29]2)[c:5]([N+:9](=[O:10])[O-:11])[cH:6][c:7]1[Cl:8]. Run at time 10 minute. RXN SMILES: [F:1][C:2]([F:11])([F:10])[CH:3]1[CH2:8][CH2:7][C:6](=O)[CH2:5][CH2:4]1.C[Si]([N-][Si](C)(C)C)(C)C.[Li+].FC(F)(F)S(N(C1C=CC(Cl)=CN=1)S(C(F)(F)F)(=O)=O)(=O)=O.[CH2:44]([O:46][C:47]([C:49]1[CH:54]=[CH:53][C:52](B(O)O)=[CH:51][CH:50]=1)=[O:48])[CH3:45].C(=O)([O-])[O-].[Na+].[Na+]>C1COCC1.C(#N)C>[F:1][C:2]([F:11])([F:10])[CH:3]1[CH2:8][CH2:7][C:6]([C:52]2[CH:53]=[CH:54][C:49]([C:47]([O:46][CH2:44][CH3:45])=[O:48])=[CH:50][CH:51]=2)=[CH:5][CH2:4]1 |f:1.2,5.6.7|. The solvent is C(C)#N (Acetonitrile), C1CCOC1 (THF), C1CCOC1 (THF). The product is FC(C1CC=C(CC1)C1=CC=C(C(=O)OCC)C=C1)(F)F (Ethyl 4-[4-(trifluoromethyl)cyclohex-1-en-1-yl]benzoate). Reactants: C([O-])([O-])=O.[Na+].[Na+] (sodium carbonate), FC(S(=O)(=O)N(S(=O)(=O)C(F)(F)F)C1=NC=C(C=C1)Cl)(F)F (2-[N,N-bis(trifluoromethylsulfonyl)amino]5-chloropyridine), FC(C1CCC(CC1)=O)(F)F (4-trifluoromethyl cyclohexanone), C[Si](C)(C)[N-][Si](C)(C)C.[Li+] (lithium bis(trimethylsilyl)amide), C(C)OC(=O)C1=CC=C(C=C1)B(O)O (4-ethoxycarbonylphenylboronic acid), trans-dichlorobis(triphenylphosphine) palladium (II). Procedure: To a cooled (−78° C.) solution of 4-trifluoromethyl cyclohexanone (3.00 grams, 18.1 mmol) in anhydrous THF (100 mL) was added lithium bis(trimethylsilyl)amide (19.9 mL, 1.0 M in THF, 19.9 mmol) dropwise. After 10 min, a solution of 2-[N,N-bis(trifluoromethylsulfonyl)amino]5-chloropyridine (7.09 g, 18.1 mmol) in THF (20 mL) was added, and the resulting mixture was allowed to warm slowly to ambient temperature overnight, at which point it was quenched by pouring into sat. aq. NaHCO3. The mixture w...